Dataset: the Open Reaction Database (ORD), a public repository of structured organic reaction records. Task: describe an organic reaction: reactants, conditions, products, and yield Starting materials: CCOC(=O)C1CC2=C3C(=NNN=C31)C(SC)=NN(Cc1ccc(OC)cc1)C2, CCO, [Na+], [OH-], O. The product is COc1ccc(CN2CC3=C4C(=NNN=C4C(C(=O)O)C3)C(SC)=N2)cc1. RXN SMILES: [CH3:1][O:2][c:3]1[cH:4][cH:5][c:6]([CH2:7][N:8]2[N:9]=[C:10]([S:26][CH3:27])[C:11]3=[N:25][NH:24][N:23]=[C:13]4[C:12]3=[C:16]([CH2:15][CH:14]4[C:18](=[O:19])[O:20][CH2:21][CH3:22])[CH2:17]2)[cH:28][cH:29]1.[CH3:32][CH2:33][OH:34].[Na+:31].[OH-:30].[OH2:35]>>[CH3:1][O:2][c:3]1[cH:4][cH:5][c:6]([CH2:7][N:8]2[N:9]=[C:10]([S:26][CH3:27])[C:11]3=[N:25][NH:24][N:23]=[C:13]4[C:12]3=[C:16]([CH2:15][CH:14]4[C:18](=[O:19])[OH:20])[CH2:17]2)[cH:28][cH:29]1. Reactants: COC1=CC=C(CN(C2=NC=C(C=N2)C=2C3=C(N=C(N2)N2CCOCC2)NCC3)CC3=CC=C(C=C3)OC)C=C1 (bis-(4-methoxy-benzyl)-[5-(2-morpholin-4-yl-6,7-dihydro-5H-pyrrolo[2,3-d]pyrimidin-4-yl)-pyrimidin-2-yl]-amine), crude product, compound, CC1=C(C=CC(=C1)N1CCOCC1)N (2-methyl-4-morpholin-4-yl-phenylamine), CC1=C(C=CC(=C1)N1CCOCC1)NC(=O)N1CCC2=C1N=C(N=C2C=2C=NC(=NC2)N(CC2=CC=C(C=C2)OC)CC2=CC=C(C=C2)OC)N2CCOCC2 (4-{2-[bis-(4-methoxy-benzyl)-amino]-pyrimidin-5-yl}-2-morpholin-4-yl-5,6-dihydro-pyrrolo[2,3-d]pyrimidine-7-carboxylic acid (2-methyl-4-morpholin-4-yl-phenyl)-amide). Yields the product CC1=C(C=CC(=C1)N1CCOCC1)NC(=O)N1CCC2=C1N=C(N=C2C=2C=NC(=NC2)N)N2CCOCC2 (4-(2-Amino-pyrimidin-5-yl)-2-morpholin-4-yl-5,6-dihydro-pyrrolo[2,3-d]pyrimidine-7-carboxylic acid (2-methyl-4-morpholin-4-yl-phenyl)-amide). Yield: 63.0%. Reaction SMILES: COC1C=CC(CN(CC2C=CC(OC)=CC=2)C2N=CC(C3C4CCNC=4N=C(N4CCOCC4)N=3)=CN=2)=CC=1.CC1C=C(N2CCOCC2)C=CC=1N.[CH3:55][C:56]1[CH:61]=[C:60]([N:62]2[CH2:67][CH2:66][O:65][CH2:64][CH2:63]2)[CH:59]=[CH:58][C:57]=1[NH:68][C:69]([N:71]1[C:75]2[N:76]=[C:77]([N:105]3[CH2:110][CH2:109][O:108][CH2:107][CH2:106]3)[N:78]=[C:79]([C:80]3[CH:81]=[N:82][C:83]([N:86](CC4C=CC(OC)=CC=4)CC4C=CC(OC)=CC=4)=[N:84][CH:85]=3)[C:74]=2[CH2:73][CH2:72]1)=[O:70]>>[CH3:55][C:56]1[CH:61]=[C:60]([N:62]2[CH2:63][CH2:64][O:65][CH2:66][CH2:67]2)[CH:59]=[CH:58][C:57]=1[NH:68][C:69]([N:71]1[C:75]2[N:76]=[C:77]([N:105]3[CH2:110][CH2:109][O:108][CH2:107][CH2:106]3)[N:78]=[C:79]([C:80]3[CH:81]=[N:82][C:83]([NH2:86])=[N:84][CH:85]=3)[C:74]=2[CH2:73][CH2:72]1)=[O:70]. Procedure details: Using bis-(4-methoxy-benzyl)-[5-(2-morpholin-4-yl-6,7-dihydro-5H-pyrrolo[2,3-d]pyrimidin-4-yl)-pyrimidin-2-yl]-amine (100 mg) and 2-methyl-4-morpholin-4-yl-phenylamine (39 mg) obtained in Step B instead of 2-methyl-5-morpholin-4-yl-phenylamine, in the same manner as Step C in Example 1-D-237, 4-{2-[bis-(4-methoxy-benzyl)-amino]-pyrimidin-5-yl}-2-morpholin-4-yl-5,6-dihydro-pyrrolo[2,3-d]pyrimidine-7-carboxylic acid (2-methyl-4-morpholin-4-yl-phenyl)-amide was obtained as a crude product. Using 19... Reactants: C(O)([O-])=O.[Na+] (sodium hydrogencarbonate), C(C)(=O)NC1=CC=C(S(=O)(=O)Cl)C=C1 (N-acetylsulfanilyl chloride), Br.BrCCCN (3-bromopropylamine hydrobromide), ice H2O. Solvent: O (H2O), CC(=O)C (acetone), O (H2O). Conditions: temperature 2.5 celsius. The product is C(C)(=O)NC1=CC=C(C=C1)S(=O)(=O)NCCCBr (3-(4-Acetamidophenylsulfonamido)propyl bromide). The yield is 166.7%. As a reaction SMILES: [C:1]([NH:4][C:5]1[CH:14]=[CH:13][C:8]([S:9](Cl)(=[O:11])=[O:10])=[CH:7][CH:6]=1)(=[O:3])[CH3:2].Br.[Br:16][CH2:17][CH2:18][CH2:19][NH2:20].C(=O)([O-])O.[Na+]>CC(C)=O.O>[C:1]([NH:4][C:5]1[CH:14]=[CH:13][C:8]([S:9]([NH:20][CH2:19][CH2:18][CH2:17][Br:16])(=[O:11])=[O:10])=[CH:7][CH:6]=1)(=[O:3])[CH3:2] |f:1.2,3.4|. Reported procedure: To a stirred solution of N-acetylsulfanilyl chloride (57.15 g, 0.244 mol) in acetone (500 mL) and H2O (187.5 mL) at 0° C. was added 3-bromopropylamine hydrobromide (25.0 g, 0.114 mol). When a clear solution was obtained, a solution of sodium hydrogencarbonate (44.15 g, 0.526 mol) in H2O (550 mL) was added dropwise, maintaining the internal temperature at 0-5° C. When the addition was completed, the reaction mixture was heated at 50° C. for 5 h, then cooled to room temperature and poured into ice... Product: C1(CCCC1)C1=NC(=CC(=C1)C1=NC(=NO1)C1=CC(=C(OCCCNC)C(=C1)C)CC)OC (3-(4-(5-(2-Cyclopentyl-6-methoxypyridin-4-yl)-1,2,4-oxadiazol-3-yl)-2-ethyl-6-methylphenoxy)-N-methylpropan-1-amine). Run in C1CCOC1 (THF). RXN SMILES: CS(O[CH2:6][CH2:7][CH2:8][O:9][C:10]1[C:15]([CH3:16])=[CH:14][C:13]([C:17]2[N:21]=[C:20]([C:22]3[CH:27]=[C:26]([O:28][CH3:29])[N:25]=[C:24]([CH:30]4[CH2:34][CH2:33][CH2:32][CH2:31]4)[CH:23]=3)[O:19][N:18]=2)=[CH:12][C:11]=1[CH2:35][CH3:36])(=O)=O.[CH3:37][NH2:38]>C1COCC1>[CH:30]1([C:24]2[CH:23]=[C:22]([C:20]3[O:19][N:18]=[C:17]([C:13]4[CH:14]=[C:15]([CH3:16])[C:10]([O:9][CH2:8][CH2:7][CH2:6][NH:38][CH3:37])=[C:11]([CH2:35][CH3:36])[CH:12]=4)[N:21]=3)[CH:27]=[C:26]([O:28][CH3:29])[N:25]=2)[CH2:34][CH2:33][CH2:32][CH2:31]1. The reactants are CS(=O)(=O)OCCCOC1=C(C=C(C=C1C)C1=NOC(=N1)C1=CC(=NC(=C1)OC)C1CCCC1)CC (3-(4-(5-(2-cyclopentyl-6-methoxypyridin-4-yl)-1,2,4-oxadiazol-3-yl)-2-ethyl-6-methylphenoxy)propyl methanesulfonate), CN (methyl amine). Procedure: 3-(4-(5-(2-Cyclopentyl-6-methoxypyridin-4-yl)-1,2,4-oxadiazol-3-yl)-2-ethyl-6-methylphenoxy)-N-methylpropan-1-amine (941 mg) is prepared in analogy to Example 29 starting from 3-(4-(5-(2-cyclopentyl-6-methoxypyridin-4-yl)-1,2,4-oxadiazol-3-yl)-2-ethyl-6-methylphenoxy)propyl methanesulfonate (700 mg, 1.36 mmol) and 2 M methyl amine solution in THF (20 mL); LC-MS: tR=0.96 min, [M+H]+=451.29. Yields the product Br.C1C2=C(OC1)C=CC=1CCC(C12)CCN (2-(1,6,7,8-Tetrahydro-2H-indeno[5,4-b]furan-8-yl)ethylamine hydrobromide). The reactants are N.C(C)O (ammonia ethanol), BrC1=CC=2CC/C(/C2C2=C1OCC2)=C\C#N ((E)-(4-bromo-1,6,7,8-tetrahydro-2H-indeno[5,4-b]furan-8-ylidene)acetonitrile), [H][H] (hydrogen). Reaction SMILES: N.C(O)C.[Br:5][C:6]1[C:14]2[O:15][CH2:16][CH2:17][C:13]=2[C:12]2/[C:11](=[CH:18]/[C:19]#[N:20])/[CH2:10][CH2:9][C:8]=2[CH:7]=1.[H][H]>[Ni].C(O)C>[BrH:5].[CH2:17]1[CH2:16][O:15][C:14]2[CH:6]=[CH:7][C:8]3[CH2:9][CH2:10][CH:11]([CH2:18][CH2:19][NH2:20])[C:12]=3[C:13]1=2 |f:0.1,6.7|. The reagents and catalysts are [Ni] (Raney nickel). Procedure: Raney nickel (0.4 g, W2) and 4M ammonia/ethanol solution (10 ml) were added to an ethanol (30 ml) suspension of (E)-(4-bromo-1,6,7,8-tetrahydro-2H-indeno[5,4-b]furan-8-ylidene)acetonitrile (0.44 g, 1.59 mmols) and stirred in a hydrogen atmosphere (at from 4 to 5 atmospheres) at room temperature for 5 hours. The reaction mixture was filtered, and the filtrate was concentrated under reduced pressure. The residue was dissolved in ethanol (50 ml), and 5% palladium-carbon (1 g, containing 50% water) ... Run at time 4 hour. The yield is 92.9%. Solvent: C(C)O (ethanol). Reaction SMILES: [CH3:1][N:2]([CH2:3][CH2:4][N:5]([c:6]1[o:7][c:8]2[c:9]([n:10]1)[cH:11][c:12]([N+:15]([O-:16])=[O:17])[cH:13][cH:14]2)[CH3:18])[CH3:19].[CH3:20][C:21](=[O:22])[OH:23]>>[CH3:1][N:2]([CH2:3][CH2:4][N:5]([c:6]1[o:7][c:8]2[c:9]([n:10]1)[cH:11][c:12]([NH2:15])[cH:13][cH:14]2)[CH3:18])[CH3:19]. Product: CN(C)CCN(C)c1nc2cc(N)ccc2o1. The reactants are CN(C)CCN(C)c1nc2cc([N+](=O)[O-])ccc2o1, CC(=O)O. Starting materials: O=C=O, C1CCOC1, [Li]CCCC, CCN(C(C)C)C(C)C, FC(F)(F)c1ccc2ccc(Cl)nc2c1. Product: O=C(O)c1cc2ccc(C(F)(F)F)cc2nc1Cl. RXN SMILES: [C:30](=[O:31])=[O:32].[CH2:33]1[O:34][CH2:35][CH2:36][CH2:37]1.[CH3:1][CH2:2][CH2:3][CH2:4][Li:5].[CH:6]([N:7]([CH2:8][CH3:9])[CH:10]([CH3:11])[CH3:12])([CH3:13])[CH3:14].[Cl:15][c:16]1[n:17][c:18]2[cH:19][c:20]([C:26]([F:27])([F:28])[F:29])[cH:21][cH:22][c:23]2[cH:24][cH:25]1>>[Cl:15][c:16]1[n:17][c:18]2[cH:19][c:20]([C:26]([F:27])([F:28])[F:29])[cH:21][cH:22][c:23]2[cH:24][c:25]1[C:30](=[O:31])[OH:32].